Dataset: the Open Reaction Database (ORD), a public repository of structured organic reaction records. Task: describe an organic reaction: reactants, conditions, products, and yield Conditions: time 30 minute. Product: FC=1C=NC=C(C1C=O)C=1C=C2COC(C2=CC1)=O (3-fluoro-5-(1-oxo-1,3-dihydro-isobenzofuran-5-yl)-pyridine-4-carbaldehyde). Procedure: n-BuLi (13.85 mL, 22.16 mmol) was added to a solution of diisopropylamine (3.16 mL, 22.16 mmol) in THF (50 mL) at −78° C. After 30 min, 3-bromo-5-fluoropyridine (3.0 g, 17.05 mmol) in THF (25 mL) was added dropwise. The mixture was stirred for 1 hr, and then DMF (3.96 mL, 51.1 mmol) was added dropwise. Saturated aqueous NaHCO3 was added and the cooling bath was removed. The mixture was shaken with ethyl acetate and the organic phase was washed with brine, dried over MgSO4, and concentrated in va... Starting materials: BrC=1C=NC=C(C1)F (3-bromo-5-fluoropyridine), CN(C)C=O (DMF), C(=O)(O)[O-].[Na+] (NaHCO3), [Li]CCCC (n-BuLi), C(C)(C)NC(C)C (diisopropylamine). RXN SMILES: [Li][CH2:2][CH2:3][CH2:4][CH3:5].C(N[CH:10]([CH3:12])[CH3:11])(C)C.Br[C:14]1[CH:15]=[N:16][CH:17]=[C:18]([F:20])[CH:19]=1.CN([CH:24]=[O:25])C.[C:26]([O-:29])(O)=[O:27].[Na+]>C1COCC1>[F:20][C:18]1[CH:17]=[N:16][CH:15]=[C:14]([C:5]2[CH:4]=[C:3]3[C:12](=[CH:10][CH:11]=2)[C:26](=[O:27])[O:29][CH2:2]3)[C:19]=1[CH:24]=[O:25] |f:4.5|. The solvent is C1CCOC1 (THF), C1CCOC1 (THF). The reactants are N1(C=NC=C1)C[C@H](C1=CC=CC=C1)OC1=C(C=2CCCC(C2C=C1)=O)CS(=O)(=O)C1=CC=C(C(=O)O)C=C1 (4-{[(2-{[(1S)-2-(1H-imidazol-1-yl)-1-phenylethyl]oxy}-5-oxo-5,6,7,8-tetrahydro-1-naphthalenyl)methyl]sulfonyl}benzoic acid), C1(CC1)N (cyclopropylamine). Yields the product C1(CC1)NC(C1=CC=C(C=C1)S(=O)(=O)CC1=C(C=CC=2C(CCCC12)=O)O[C@H](CN1C=NC=C1)C1=CC=CC=C1)=O (N-Cyclopropyl-4-{[(2-{[(1S)-2-(1H-imidazol-1-yl)-1-phenylethyl]oxy}-5-oxo-5,6,7,8-tetrahydro-1-naphthalenyl)methyl]sulfonyl}benzamide). The yield is 72.0%. As a reaction SMILES: [N:1]1([CH2:6][C@@H:7]([O:14][C:15]2[CH:24]=[CH:23][C:22]3[C:21](=[O:25])[CH2:20][CH2:19][CH2:18][C:17]=3[C:16]=2[CH2:26][S:27]([C:30]2[CH:38]=[CH:37][C:33]([C:34]([OH:36])=O)=[CH:32][CH:31]=2)(=[O:29])=[O:28])[C:8]2[CH:13]=[CH:12][CH:11]=[CH:10][CH:9]=2)[CH:5]=[CH:4][N:3]=[CH:2]1.[CH:39]1([NH2:42])[CH2:41][CH2:40]1>>[CH:39]1([NH:42][C:34](=[O:36])[C:33]2[CH:32]=[CH:31][C:30]([S:27]([CH2:26][C:16]3[C:17]4[CH2:18][CH2:19][CH2:20][C:21](=[O:25])[C:22]=4[CH:23]=[CH:24][C:15]=3[O:14][C@@H:7]([C:8]3[CH:13]=[CH:12][CH:11]=[CH:10][CH:9]=3)[CH2:6][N:1]3[CH:5]=[CH:4][N:3]=[CH:2]3)(=[O:29])=[O:28])=[CH:38][CH:37]=2)[CH2:41][CH2:40]1. Procedure: Using the method in Example 172, 4-{[(2-{[(1S)-2-(1H-imidazol-1-yl)-1-phenylethyl]oxy}-5-oxo-5,6,7,8-tetrahydro-1-naphthalenyl)methyl]sulfonyl}benzoic acid (53 mg, 0.10 mmol, 0.20M in DMF) and cyclopropylamine (17 mg, 0.30 mmol, 0.6M in DMF) were combined to give 41 mg of the desired compound: Low resolution mass spectrum (LC-MS, APCI) m/z 570 [M+H]+. Reactants: CNC1=CC=CC=C1 (N-methylaniline), N=1ON=C2C1C=CC(=C2)C(=O)Cl ([2,1,3]-benzoxadiazole-5-carbonylchloride). The product is CN(C(=O)C1=CC=2C(=NON2)C=C1)C1=CC=CC=C1 (N-Methyl-N-phenyl-[2,1,3]-benzoxadiazole-5-carboxamide). RXN SMILES: [CH3:1][NH:2][C:3]1[CH:8]=[CH:7][CH:6]=[CH:5][CH:4]=1.[N:9]1[O:10][N:11]=[C:12]2[CH:17]=[C:16]([C:18](Cl)=[O:19])[CH:15]=[CH:14][C:13]=12>>[CH3:1][N:2]([C:3]1[CH:8]=[CH:7][CH:6]=[CH:5][CH:4]=1)[C:18]([C:16]1[CH:15]=[CH:14][C:13]2=[N:9][O:10][N:11]=[C:12]2[CH:17]=1)=[O:19]. Procedure details: Prepared from N-methylaniline and [2,1,3]-benzoxadiazole-5-carbonylchloride using the procedure described for Example 7. N-Methyl-N-phenyl-[2,1,3]-benzoxadiazole-5-carboxamide was isolated as a yellow oil. LC-MS, MH+=254; 1H NMR (300 MHz, CDCl3) δ 7.74 (s, 1H); 7.64 (d, 1H, J=9.6 Hz); 7.34 (d, 1H, J=9.6 Hz); 7.29-7.09 (m, 5H); 3.54 ppm (s, 3H). Reactants: C(=O)(O)C=1C=C2CCC(NC2=CC1)=O (6-carboxy-3,4-dihydrocarbostyril), ON1C(CCC1=O)=O (N-hydroxysuccinimide), ClC(CCCCCN=C=N)Cl (dichlorohexylcarbodiimide). The solvent is O1CCOCC1 (dioxane), O1CCOCC1 (dioxane). Reaction conditions: temperature 90 celsius. Yields the product N1C(=O)CCC2=CC(=CC=C12)C(=O)O.C1(CCC(N1)=O)=O (succinimide 3,4-dihydrocarbostyril-6-carboxylate). RXN SMILES: [C:1]([C:4]1[CH:5]=[C:6]2[C:11](=[CH:12][CH:13]=1)[NH:10][C:9](=[O:14])[CH2:8][CH2:7]2)([OH:3])=[O:2].O[N:16]1[C:20](=[O:21])[CH2:19][CH2:18][C:17]1=[O:22].ClC(Cl)CCCCCN=C=N>O1CCOCC1>[NH:10]1[C:11]2[C:6](=[CH:5][C:4]([C:1]([OH:3])=[O:2])=[CH:13][CH:12]=2)[CH2:7][CH2:8][C:9]1=[O:14].[C:17]1(=[O:22])[NH:16][C:20](=[O:21])[CH2:19][CH2:18]1 |f:4.5|. Reported procedure: 10 Grams of 6-carboxy-3,4-dihydrocarbostyril and 6.0 g of N-hydroxysuccinimide were suspended in 200 ml of dioxane. Then a solution of 12.4 g of dichlorohexylcarbodiimide in 50 ml of dioxane was added drop-wise of the suspension under ice-cooling with stirring. The reaction mixture was heated at 90° C. for 4 hours. After the reaction was completed, the reaction mixture was cooled to a room temperature, and the crystals being precipitated were removed by filtration and the mother liquor was conce... The reactants are C(C1=CC=CC=C1)CN (benzylmethylamine), ClC1=CC=CC=2C3=C(NC12)CCN(C3)C (6-chloro-2-methyl-2,3,4,5-tetrahydro-1H-pyrido[4,3-b]indole), CC(C)([O-])C.[Na+] (sodium tert-butoxide), C(C)(C)(C)PC1=C(C=CC(=C1)PC(C)(C)C)C1=C(C=C(C=C1C(C)C)C(C)C)C(C)C (2,4 di-tert-butylphosphino-2′,4′,6′-triisopropyl biphenyl). The reagents and catalysts are C(C)(=O)[O-].[Pd+2].C(C)(=O)[O-] (palladium acetate). Run in C1(=CC=CC=C1)C (toluene). Reaction conditions: time 5 minute. Yields the product C(C1=CC=CC=C1)N(C1=CC=CC=2C3=C(NC12)CCN(C3)C)C (benzyl-methyl-(2-methyl-2,3,4,5-tetrahydro-1H-pyrido[4,3-b]indol-6-yl)-amine). Isolated yield 109.1%. RXN SMILES: Cl[C:2]1[C:10]2[NH:9][C:8]3[CH2:11][CH2:12][N:13]([CH3:15])[CH2:14][C:7]=3[C:6]=2[CH:5]=[CH:4][CH:3]=1.CC(C)([O-])C.[Na+].C(P[C:27]1[CH:32]=[C:31](PC(C)(C)C)[CH:30]=[CH:29][C:28]=1[C:38]1C(C(C)C)=CC(C(C)C)=CC=1C(C)C)(C)(C)C.C([CH2:60][NH2:61])C1C=CC=CC=1>C([O-])(=O)C.[Pd+2].C([O-])(=O)C.C1(C)C=CC=CC=1>[CH2:38]([N:61]([CH3:60])[C:2]1[C:10]2[NH:9][C:8]3[CH2:11][CH2:12][N:13]([CH3:15])[CH2:14][C:7]=3[C:6]=2[CH:5]=[CH:4][CH:3]=1)[C:28]1[CH:29]=[CH:30][CH:31]=[CH:32][CH:27]=1 |f:1.2,5.6.7|. Procedure details: To a degassed mixture of 6-chloro-2-methyl-2,3,4,5-tetrahydro-1H-pyrido[4,3-b]indole (2-B) (100 mg, 0.5 mmol), sodium tert-butoxide (576 mg, 6.0 mmol), palladium acetate (22.4 mg, 0.1 mmol) and 2,4 di-tert-butylphosphino-2′,4′,6′-triisopropyl biphenyl (63.0 mg, 0.15 mmol) is added dry toluene (2 mL). After stirring for 5 min, benzylmethylamine (0.09 mL, 0.7 mmol) is added to the reaction mixture, which is stirred at 100° C. for 16 h. The reaction mixture is filtered and the residue washed with E... Reactants: FC(CCOC1=CC=C(C=N1)C(C)=O)(F)F (1-(6-(3,3,3-trifluoropropoxy)pyridin-3-yl)ethanone), CC(C)(C)[S@@](=O)N ((R)-2-methylpropane-2-sulfinamide), Amine-1. Product: CC(C)(C)[S@@](=O)NC(C)C=1C=NC(=CC1)OCCC(F)(F)F ((R)-2-methyl-N-(1-(6-(3,3,3-trifluoropropoxy)pyridin-3-yl)ethyl)propane-2-sulfinamide). The yield is 80.0%. As a reaction SMILES: [F:1][C:2]([F:16])([F:15])[CH2:3][CH2:4][O:5][C:6]1[N:11]=[CH:10][C:9]([C:12](=O)[CH3:13])=[CH:8][CH:7]=1.[CH3:17][C:18]([S@:21]([NH2:23])=[O:22])([CH3:20])[CH3:19]>>[CH3:17][C:18]([S@:21]([NH:23][CH:12]([C:9]1[CH:10]=[N:11][C:6]([O:5][CH2:4][CH2:3][C:2]([F:16])([F:15])[F:1])=[CH:7][CH:8]=1)[CH3:13])=[O:22])([CH3:20])[CH3:19]. Procedure: The title compound is prepared in 80% yield (0.95 g, a white solid) from 1-(6-(3,3,3-trifluoropropoxy)pyridin-3-yl)ethanone (0.82 g, 3.51 mmol, Step-4) and (R)-2-methylpropane-2-sulfinamide by the similar manner in Step-4 of Amine-1.